From a dataset of the Open Reaction Database (ORD), a public repository of structured organic reaction records. describe an organic reaction: reactants, conditions, products, and yield Reactants: CCOC(=O)C1CCCC1=O, CN(C)N, CCO. Yields the product CCOC(=O)C1CCCC1=NN(C)C. RXN SMILES: [CH2:1]([CH3:2])[O:3][C:4](=[O:5])[CH:6]1[C:7](=[O:11])[CH2:8][CH2:9][CH2:10]1.[CH3:12][N:13]([NH2:14])[CH3:15].[CH3:16][CH2:17][OH:18]>>[CH2:1]([CH3:2])[O:3][C:4](=[O:5])[CH:6]1[C:7](=[N:14][N:13]([CH3:12])[CH3:15])[CH2:8][CH2:9][CH2:10]1. Starting materials: O=C1NC2(CCCCC2)NC12CCCCC2, C1CN2CCN1CC2, O=C=Nc1ccccc1, c1ccccc1. Yields the product O=C(Nc1ccccc1)N1C(=O)C2(CCCCC2)NC12CCCCC2. RXN SMILES: [CH2:1]1[CH2:2][CH2:3][CH2:4][CH2:5][C:6]12[NH:7][C:8]1([CH2:9][CH2:10][CH2:11][CH2:12][CH2:13]1)[NH:14][C:15]2=[O:16].[N:26]12[CH2:27][CH2:28][N:29]([CH2:30][CH2:31]1)[CH2:32][CH2:33]2.[O:17]=[C:18]=[N:19][c:20]1[cH:21][cH:22][cH:23][cH:24][cH:25]1.[cH:34]1[cH:35][cH:36][cH:37][cH:38][cH:39]1>>[CH2:1]1[CH2:2][CH2:3][CH2:4][CH2:5][C:6]12[NH:7][C:8]1([CH2:9][CH2:10][CH2:11][CH2:12][CH2:13]1)[N:14]([C:18](=[O:17])[NH:19][c:20]1[cH:21][cH:22][cH:23][cH:24][cH:25]1)[C:15]2=[O:16]. Starting materials: C(CCCCCCC)C=1C=NC(=NC1)C1=CC=C(C=C1)OC[C@H](COCC(C(C(COCCCC)(F)F)(F)F)(F)F)O (5-octyl-2-[4-((S)-2-hydroxy-3-(-5-butoxy-2,2,3,3,4,4-hexafluoropentoxy)propoxy)phenyl]pyrimidine), C(CCC)OCC(C(C(CO)(F)F)(F)F)(F)F (5-butoxy-2,2,3,3,4,4-hexafluoropentanol). The product is C(CCCCCCC)C=1C=NC(=NC1)C1=CC=C(C=C1)OC[C@@H](COCC(C(C(COCCCC)(F)F)(F)F)(F)F)F (5-Octyl-2-[4-((R)-2-fluoro-3-(5-butoxy-2,2,3,3,4,4-hexafluoropentoxy)propoxy)phenyl]pyrimidine), (S)-5-octyl-2-[4-(2,3-oxiranylpropoxy)phenyl]pyrimidine. Reaction SMILES: C(OCC(F)(F)C(F)(F)C(F)([F:12])CO)CCC.[CH2:18]([C:26]1[CH:27]=[N:28][C:29]([C:32]2[CH:37]=[CH:36][C:35]([O:38][CH2:39][C@@H:40](O)[CH2:41][O:42][CH2:43][C:44]([F:58])([F:57])[C:45]([F:56])([F:55])[C:46]([F:54])([F:53])[CH2:47][O:48][CH2:49][CH2:50][CH2:51][CH3:52])=[CH:34][CH:33]=2)=[N:30][CH:31]=1)[CH2:19][CH2:20][CH2:21][CH2:22][CH2:23][CH2:24][CH3:25]>>[CH2:18]([C:26]1[CH:27]=[N:28][C:29]([C:32]2[CH:37]=[CH:36][C:35]([O:38][CH2:39][C@H:40]([F:12])[CH2:41][O:42][CH2:43][C:44]([F:58])([F:57])[C:45]([F:56])([F:55])[C:46]([F:54])([F:53])[CH2:47][O:48][CH2:49][CH2:50][CH2:51][CH3:52])=[CH:34][CH:33]=2)=[N:30][CH:31]=1)[CH2:19][CH2:20][CH2:21][CH2:22][CH2:23][CH2:24][CH3:25]. Procedure: The title compound was prepared essentially as described in Examples 3 and 4 by combining 5-butoxy-2,2,3,3,4,4-hexafluoropentanol (3.1 g, 11.7 mmol, prepared essentially by the method described in U.S. Pat. No. 5,399,291 (Janulis et al.)) with (S)-5-octyl-2-[4-(2,3-oxiranylpropoxy)phenyl]pyrimidine (2.0 g, 5.87 mmol) to produce 5-octyl-2-[4-((S)-2-hydroxy-3-(-5-butoxy-2,2,3,3,4,4-hexafluoropentoxy)propoxy)phenyl]pyrimidine. This chiral (S)-hydroxy compound (2.0 g, 3.3 mmol) was treated with diet...